This data is from the Open Reaction Database (ORD), a public repository of structured organic reaction records. The task is: describe an organic reaction: reactants, conditions, products, and yield Reactants: [H-].[Na+] (NaH), C1CCOC1 (THF), OCCC[C@@]1(CCN(C(O1)=O)[C@@H](C)C1=CC=C(C=C1)C=C)C1=CC=CC=C1 ((R)-6-(3-hydroxypropyl)-6-phenyl-3-((S)-1-(4-vinylphenyl)ethyl)-1,3-oxazinan-2-one), C1CCOC1 (THF). Run at time 30 minute. The product is COC1=CC=C(COCCC[C@@]2(CCN(C(O2)=O)[C@@H](C)C2=CC=C(C=C2)C=C)C2=CC=CC=C2)C=C1 ((R)-6-(3-(4-methoxybenzyloxy)propyl)-6-phenyl-3-((S)-1-(4-vinylphenyl)ethyl)-1,3-oxazinan-2-one). Reaction SMILES: [H-].[Na+].[OH:3][CH2:4][CH2:5][CH2:6][C@@:7]1([C:24]2[CH:29]=[CH:28][CH:27]=[CH:26][CH:25]=2)[O:12][C:11](=[O:13])[N:10]([C@H:14]([C:16]2[CH:21]=[CH:20][C:19]([CH:22]=[CH2:23])=[CH:18][CH:17]=2)[CH3:15])[CH2:9][CH2:8]1.[CH2:30]1[CH2:34][O:33][CH2:32][CH2:31]1>>[CH3:32][O:33][C:34]1[CH:30]=[CH:31][C:6]([CH2:7][O:3][CH2:4][CH2:5][CH2:6][C@@:7]2([C:24]3[CH:29]=[CH:28][CH:27]=[CH:26][CH:25]=3)[O:12][C:11](=[O:13])[N:10]([C@H:14]([C:16]3[CH:17]=[CH:18][C:19]([CH:22]=[CH2:23])=[CH:20][CH:21]=3)[CH3:15])[CH2:9][CH2:8]2)=[CH:5][CH:4]=1 |f:0.1|. Procedure: To a suspension of NaH (180 mg, 4.4 mmol) in THF (5 mL) was added a solution of (R)-6-(3-hydroxypropyl)-6-phenyl-3-((S)-1-(4-vinylphenyl)ethyl)-1,3-oxazinan-2-one (800 mg, 2.2 mmol) in THF (10 mL) at 0° C. The resulting mixture was stirred for 30 min. Then PMBCI (520 mg, 3.3 mmol) was added to the above mixture. The mixture was stirred for 3 h. The reaction was quenched with aqueous NH4Cl solution. The organic phase was separated, and concentrated to give the crude (R)-6-(3-(4-methoxybenzyloxy)p... The reactants are C(CCCC)[C@@H]1CC[C@H](CC1)[C@@H]1CC[C@H](CC1)/C=C/C1=CC=C(C(=O)O)C=C1 ((E)-4-(2-(trans-4-(trans-4-pentylcyclohexyl)cyclohexyl)vinyl)benzoic acid), FC=1C=C(C=C(C1OC(F)(F)F)F)O (3,5-difluoro-4-trifluoromethoxyphenol), solution, C1CCC(CC1)N=C=NC2CCCCC2 (DCC), C1(=CC=CC=C1)C (toluene). Reagents/catalysts: CN(C)C=1C=CN=CC1 (DMAP). Solvent: ClCCl (dichloromethane), ClCCl (dichloromethane). Run at time 12 hour. Yields the product C(CC)[C@@H]1CC[C@H](CC1)[C@@H]1CC[C@H](CC1)/C=C/C1=CC=C(C(=O)OC2=CC(=C(C(=C2)F)OC(F)(F)F)F)C=C1 ((E)-3,5-difluoro-4-trifluoromethoxyphenyl 4-(2-(trans-4-(trans-4-propylcyclohexyl)cyclohexyl)vinyl)benzoate). As a reaction SMILES: [CH2:1]([C@H:6]1[CH2:11][CH2:10][C@H:9]([C@H:12]2[CH2:17][CH2:16][C@H:15](/[CH:18]=[CH:19]/[C:20]3[CH:28]=[CH:27][C:23]([C:24](O)=[O:25])=[CH:22][CH:21]=3)[CH2:14][CH2:13]2)[CH2:8][CH2:7]1)[CH2:2][CH2:3]CC.[F:29][C:30]1[CH:31]=[C:32]([OH:42])[CH:33]=[C:34]([F:41])[C:35]=1[O:36][C:37]([F:40])([F:39])[F:38].C1CCC(N=C=NC2CCCCC2)CC1.C1(C)C=CC=CC=1>CN(C1C=CN=CC=1)C.ClCCl>[CH2:1]([C@H:6]1[CH2:7][CH2:8][C@H:9]([C@H:12]2[CH2:17][CH2:16][C@H:15](/[CH:18]=[CH:19]/[C:20]3[CH:28]=[CH:27][C:23]([C:24]([O:42][C:32]4[CH:31]=[C:30]([F:29])[C:35]([O:36][C:37]([F:39])([F:40])[F:38])=[C:34]([F:41])[CH:33]=4)=[O:25])=[CH:22][CH:21]=3)[CH2:14][CH2:13]2)[CH2:10][CH2:11]1)[CH2:2][CH3:3]. Reported procedure: (E)-4-(2-(trans-4-(trans-4-pentylcyclohexyl)cyclohexyl)vinyl)benzoic acid in an amount of 1,3 g (3.7 mmol), 0.8 g (3.7 mmol) of 3,5-difluoro-4-trifluoromethoxyphenol, 0.1 g (1.1 mmol) of DMAP, and 30 ml of dichloromethane were mixed. To this mixture was added dropwise 5 ml of solution of 1.0 g (4.8 mmol) of DCC in dichloromethane while being cooled with ice in 5 min, and stirred as it was for 12 hours. Separated crystals were filtered off, and 80 ml of toluene was added to the filtrate, washed w... The reactants are [OH-].[Na+] (NaOH), C(C)N(C(C1=CC=C(C=C1)CN1CCC(CC1)=O)=O)CC (N,N-Diethyl-4-[(4-oxo-1-piperidinyl)methyl]benzamide), Cl.NO (hydroxylamine hydrochloride). The solvent is C(C)O (ethanol). Run at time 8 hour. The product is NC1CCN(CC1)CC1=CC=C(C(=O)N(CC)CC)C=C1 (4-[(4-Amino-1-piperidinyl)methyl]-N,N-diethylbenzamide). The yield is 66.2%. As a reaction SMILES: [CH2:1]([N:3]([CH2:20][CH3:21])[C:4](=[O:19])[C:5]1[CH:10]=[CH:9][C:8]([CH2:11][N:12]2[CH2:17][CH2:16][C:15](=O)[CH2:14][CH2:13]2)=[CH:7][CH:6]=1)[CH3:2].[OH-].[Na+].Cl.[NH2:25]O>C(O)C>[NH2:25][CH:15]1[CH2:16][CH2:17][N:12]([CH2:11][C:8]2[CH:9]=[CH:10][C:5]([C:4]([N:3]([CH2:20][CH3:21])[CH2:1][CH3:2])=[O:19])=[CH:6][CH:7]=2)[CH2:13][CH2:14]1 |f:1.2,3.4|. Procedure: N,N-Diethyl-4-[(4-oxo-1-piperidinyl)methyl]benzamide (58.74 g, 193 mmol) is dissolved in 580 mL of ethanol and treated with 290 mL of 30% NaOH followed by hydroxylamine hydrochloride (26.82 g, 386 mmol). The mixture is refluxed for 45 minutes, the heating mantle removed and the reaction mixture stirred with an overhead stirrer as 38.4 g of 50/50 aluminum-nickel alloy (powder) are added in small portions with ice cooling. After the addition, the mixture is refluxed for 1.75 hours, then allowed to... Starting materials: CCOC(=O)C(O)C(Oc1ccccc1[N+](=O)[O-])c1ccccc1, CCO, CN. Yields the product CNC(=O)C(O)C(Oc1ccccc1[N+](=O)[O-])c1ccccc1. Reaction SMILES: [CH2:1]([O:3][C:4](=[O:2])[CH:5]([CH:6]([O:7][c:8]1[c:9]([N+:14](=[O:15])[O-:16])[cH:10][cH:11][cH:12][cH:13]1)[c:17]1[cH:18][cH:19][cH:20][cH:21][cH:22]1)[OH:23])[CH3:24].[CH2:27]([OH:28])[CH3:29].[CH3:25][NH2:26]>>[O:3]=[C:4]([CH:5]([CH:6]([O:7][c:8]1[c:9]([N+:14](=[O:15])[O-:16])[cH:10][cH:11][cH:12][cH:13]1)[c:17]1[cH:18][cH:19][cH:20][cH:21][cH:22]1)[OH:23])[NH:26][CH3:25].